From a dataset of the Open Reaction Database (ORD), a public repository of structured organic reaction records. describe an organic reaction: reactants, conditions, products, and yield Reactants: ClC1=NC(=CC(=N1)C1=CC(=C(C=C1)F)Cl)N1CCN(CC1)C1=NC=CC=C1C(F)(F)F (2-chloro-4-(3-chloro-4-fluoro-phenyl)-6-[4-(3-trifluoromethylpyridin-2-yl)-piperazin-1-yl]-pyrimidine), C(CCC)[Sn](C=1C=NC=CC1)(CCCC)CCCC (3-tri-n-butylstannylpyridine). The reagents and catalysts are C=1C=CC(=CC1)[P](C=2C=CC=CC2)(C=3C=CC=CC3)[Pd]([P](C=4C=CC=CC4)(C=5C=CC=CC5)C=6C=CC=CC6)([P](C=7C=CC=CC7)(C=8C=CC=CC8)C=9C=CC=CC9)[P](C=1C=CC=CC1)(C=1C=CC=CC1)C=1C=CC=CC1 (Pd(PPh3)4). Run in C1(=CC=CC=C1)C (toluene). Product: ClC=1C=C(C=CC1F)C=1N(CN=C(C1)N1CCN(CC1)C1=NC=CC=C1C(F)(F)F)C=1C=NC=CC1 (4-(3-chloro-4-fluorophenyl)-3-pyridin-3-yl-6-[4-(3-trifluoromethylpyridin-2-yl)-piperazin-1-yl]-pyrimidine). As a reaction SMILES: Cl[C:2]1[N:7]=[C:6]([C:8]2[CH:13]=[CH:12][C:11]([F:14])=[C:10]([Cl:15])[CH:9]=2)[CH:5]=[C:4]([N:16]2[CH2:21][CH2:20][N:19]([C:22]3[C:27]([C:28]([F:31])([F:30])[F:29])=[CH:26][CH:25]=[CH:24][N:23]=3)[CH2:18][CH2:17]2)[N:3]=1.C([Sn](CCCC)(CCCC)[C:37]1[CH:38]=[N:39][CH:40]=[CH:41][CH:42]=1)CCC>C1(C)C=CC=CC=1.C1C=CC([P]([Pd]([P](C2C=CC=CC=2)(C2C=CC=CC=2)C2C=CC=CC=2)([P](C2C=CC=CC=2)(C2C=CC=CC=2)C2C=CC=CC=2)[P](C2C=CC=CC=2)(C2C=CC=CC=2)C2C=CC=CC=2)(C2C=CC=CC=2)C2C=CC=CC=2)=CC=1>[Cl:15][C:10]1[CH:9]=[C:8]([C:6]2[N:7]([C:37]3[CH:38]=[N:39][CH:40]=[CH:41][CH:42]=3)[CH2:2][N:3]=[C:4]([N:16]3[CH2:21][CH2:20][N:19]([C:22]4[C:27]([C:28]([F:29])([F:31])[F:30])=[CH:26][CH:25]=[CH:24][N:23]=4)[CH2:18][CH2:17]3)[CH:5]=2)[CH:13]=[CH:12][C:11]=1[F:14] |^1:61,63,82,101|. Reported procedure: Heat a mixture of 2-chloro-4-(3-chloro-4-fluoro-phenyl)-6-[4-(3-trifluoromethylpyridin-2-yl)-piperazin-1-yl]-pyrimidine, (47 mg, 0.1 mmol), 3-tri-n-butylstannylpyridine (92 mg, 0.25 mmol), Pd(PPh3)4 (6 mg, 0.005 mmol), in toluene (5 mL) at 110° C. for 16 hours. Let cool to room temperature, filter off the catalyst, and add water (5 mL). Extract with EtOAc, dry (Na2SO4), and evaporate. Purify using flash chromatography (9:1 hexanes/EtOAc) to give pure 4-(3-chloro-4-fluorophenyl)-3-pyridin-3-yl-6-... Starting materials: OCCC1=CC=C(C=C1)C1C(CN(CC1)C(=O)OC(C)(C)C)OCC1=CC2=CC=CC=C2C=C1 (tert-butyl (3RS,4RS)-4-[4-(2-hydroxy-ethyl)-phenyl]-3-naphthalen-2-ylmethoxy-piperidine-1-carboxylate), C1(=CC=CC=C1)N=C=O (phenyl isocyanate). Yields the product C1=C(C=CC2=CC=CC=C12)COC1CN(CCC1C1=CC=C(C=C1)CCOC(NC1=CC=CC=C1)=O)C(=O)OC(C)(C)C (tert-butyl (3RS,4RS)-3-naphthalen-2-ylmethoxy-4-[4-(2-phenylcarbamoyloxy-ethyl)-phenyl]-piperidine-1-carboxylate). RXN SMILES: [OH:1][CH2:2][CH2:3][C:4]1[CH:9]=[CH:8][C:7]([CH:10]2[CH2:15][CH2:14][N:13]([C:16]([O:18][C:19]([CH3:22])([CH3:21])[CH3:20])=[O:17])[CH2:12][CH:11]2[O:23][CH2:24][C:25]2[CH:34]=[CH:33][C:32]3[C:27](=[CH:28][CH:29]=[CH:30][CH:31]=3)[CH:26]=2)=[CH:6][CH:5]=1.[C:35]1([N:41]=[C:42]=[O:43])[CH:40]=[CH:39][CH:38]=[CH:37][CH:36]=1>>[CH:26]1[C:27]2[C:32](=[CH:31][CH:30]=[CH:29][CH:28]=2)[CH:33]=[CH:34][C:25]=1[CH2:24][O:23][CH:11]1[CH:10]([C:7]2[CH:8]=[CH:9][C:4]([CH2:3][CH2:2][O:1][C:42](=[O:43])[NH:41][C:35]3[CH:40]=[CH:39][CH:38]=[CH:37][CH:36]=3)=[CH:5][CH:6]=2)[CH2:15][CH2:14][N:13]([C:16]([O:18][C:19]([CH3:22])([CH3:20])[CH3:21])=[O:17])[CH2:12]1. Procedure details: In an analogous manner to that described in Example 24(m), by reacting tert-butyl (3RS,4RS)-4-[4-(2-hydroxy-ethyl)-phenyl]-3-naphthalen-2-ylmethoxy-piperidine-1-carboxylate with phenyl isocyanate there was obtained tert-butyl (3RS,4RS)-3-naphthalen-2-ylmethoxy-4-[4-(2-phenylcarbamoyloxy-ethyl)-phenyl]-piperidine-1-carboxylate as a colourless oil, MS: 481 (M+H)+. Isolated yield 65.9%. Yields the product ClC=1C=CC(=C2CCC(NC12)=O)O (8-chloro-5-hydroxy-3,4-dihydrocarbostyril). Procedure details: The thus-obtained 13 g of 8-chloro-5-methoxy-3,4-dihydrocarbostyril and 35 g of aluminum chloride are dispersed in 30 ml of benzene and heated for 2 hours under refluxing conditions. The reaction mixture is poured into ice-water and the precipitate thus formed is separated by filtration, washed with water and dried. Recrystallization from isopropanol obtains 8 g of 8-chloro-5-hydroxy-3,4-dihydrocarbostyril in the form of colorless needle-like crystals with a melting point of 206°-207° C. RXN SMILES: [Cl:1][C:2]1[CH:3]=[CH:4][C:5]([O:13]C)=[C:6]2[C:11]=1[NH:10][C:9](=[O:12])[CH2:8][CH2:7]2.[Cl-].[Al+3].[Cl-].[Cl-]>C1C=CC=CC=1>[Cl:1][C:2]1[CH:3]=[CH:4][C:5]([OH:13])=[C:6]2[C:11]=1[NH:10][C:9](=[O:12])[CH2:8][CH2:7]2 |f:1.2.3.4|. Run in C1=CC=CC=C1 (benzene). Reactants: ClC=1C=CC(=C2CCC(NC12)=O)OC (8-chloro-5-methoxy-3,4-dihydrocarbostyril), [Cl-].[Al+3].[Cl-].[Cl-] (aluminum chloride), ice water.